This data is from the Open Reaction Database (ORD), a public repository of structured organic reaction records. The task is: describe an organic reaction: reactants, conditions, products, and yield The reactants are BrC1=C(C(=O)NC2=CC=CC=C2)C=CC=C1 (2-bromo-N-phenylbenzamide), C([O-])([O-])=O.[Na+].[Na+] (sodium carbonate), O (water). Reagents/catalysts: C(C)(=O)[O-].[Pd+2].C(C)(=O)[O-] (palladium acetate). The solvent is CC(=O)N(C)C (dimethylacetamide). Reaction conditions: temperature 160 celsius. Product: C1=CC=CC=2NC(C3=CC=CC=C3C12)=O (6-phenanthridinone). The yield is 52.0%. As a reaction SMILES: Br[C:2]1[CH:16]=[CH:15][CH:14]=[CH:13][C:3]=1[C:4]([NH:6][C:7]1[CH:12]=[CH:11][CH:10]=[CH:9][CH:8]=1)=[O:5].C(=O)([O-])[O-].[Na+].[Na+].O>CC(N(C)C)=O.C([O-])(=O)C.[Pd+2].C([O-])(=O)C>[CH:11]1[C:12]2[C:13]3[C:3](=[CH:2][CH:16]=[CH:15][CH:14]=3)[C:4](=[O:5])[NH:6][C:7]=2[CH:8]=[CH:9][CH:10]=1 |f:1.2.3,6.7.8|. Procedure: Then, in a nitrogen atmosphere, 2-bromo-N-phenylbenzamide (17.3 g, 62.7 mmol), palladium acetate (0.70 g, 3.1 mmol), and sodium carbonate (13.3 g, 125 mmol) were dissolved in dimethylacetamide (300 mL), followed by stirring and heating at 160° C. for 6 hours to cause reaction. The reaction solution was cooled to room temperature and then poured into cooled water, followed by extraction with ethyl acetate. The organic layer was dried with sodium sulfate, followed by filtration. The filtrate was c... Starting materials: FC(C)(F)C1=CC=C(O1)CN1N=CC(=N1)N (2-[5-(1,1-difluoro-ethyl)-furan-2-ylmethyl]-2H-[1,2,3]triazol-4-ylamine), ClC=1C=C(C=CC1)C1=C(N=CO1)C(=O)O (5-(3-chloro-phenyl)-oxazole-4-carboxylic acid). Yields the product FC(C)(F)C1=CC=C(O1)CN1N=CC(=N1)NC(=O)C=1N=COC1C1=CC(=CC=C1)Cl (5-(3-Chloro-phenyl)-oxazole-4-carboxylic acid{2-[5-(1,1-difluoro-ethyl)-furan-2-ylmethyl]-2H-[1,2,3]triazol-4-yl}-amide). RXN SMILES: [F:1][C:2]([C:5]1[O:9][C:8]([CH2:10][N:11]2[N:15]=[C:14]([NH2:16])[CH:13]=[N:12]2)=[CH:7][CH:6]=1)([F:4])[CH3:3].[Cl:17][C:18]1[CH:19]=[C:20]([C:24]2[O:28][CH:27]=[N:26][C:25]=2[C:29](O)=[O:30])[CH:21]=[CH:22][CH:23]=1>>[F:4][C:2]([C:5]1[O:9][C:8]([CH2:10][N:11]2[N:15]=[C:14]([NH:16][C:29]([C:25]3[N:26]=[CH:27][O:28][C:24]=3[C:20]3[CH:21]=[CH:22][CH:23]=[C:18]([Cl:17])[CH:19]=3)=[O:30])[CH:13]=[N:12]2)=[CH:7][CH:6]=1)([F:1])[CH3:3]. Reported procedure: Following general procedure Z2, starting from 2-[5-(1,1-difluoro-ethyl)-furan-2-ylmethyl]-2H-[1,2,3]triazol-4-ylamine and 5-(3-chloro-phenyl)-oxazole-4-carboxylic acid. Reactants: solution, C(C)OC(CCl)=O (chloroacetic acid ethyl ester), C(C)OC(C)=O (acetic acid ethyl ester). Run in C(C)O (ethanol). The product is C(C)OC(CC(=O)OCC)=O (malonic acid diethyl ester), C(C)OC(CCl)=O (chloroacetic acid ethyl ester). Reaction SMILES: [CH2:1]([O:3][C:4](=[O:7])[CH2:5][Cl:6])[CH3:2].[CH2:8]([O:10][C:11](=[O:13])C)[CH3:9]>C(O)C>[CH2:1]([O:3][C:4](=[O:7])[CH2:5][C:11]([O:10][CH2:8][CH3:9])=[O:13])[CH3:2].[CH2:1]([O:3][C:4](=[O:7])[CH2:5][Cl:6])[CH3:2]. Reported procedure: As described in Example 1, but with 160 g of an 8.85% solution of Co2 (CO)8 in ethanol, 2.7 moles out of 4 moles of chloroacetic acid ethyl ester are reacted at 7.5 at. CO and 55° C. in 51/4 hours. 400 g of malonic acid diethyl ester is obtained (93% yield) and 3.5 g of acetic acid ethyl ester plus 160 g of chloroacetic acid ethyl ester. The reactants are C12C(C(=O)OC1=O)C3(C(=C(C2(C3(Cl)Cl)Cl)Cl)Cl)Cl (chlorendic anhydride), C1(=CC=CC=C1)C (toluene), SC1=C(N)C=CC=C1 (2-mercaptoaniline), resultant solution. Solvent: O (water), O (water). Yields the product SC1=C(C=CC=C1)N1C(=O)C2C3(C(=C(C(C2C1=O)(C3(Cl)Cl)Cl)Cl)Cl)Cl (N-(2-mercaptophenyl)-1,4,5,6,7,7-hexachloro-5-norbornene-2,3-dicarboximide). As a reaction SMILES: [CH:1]12[C:11]3([Cl:15])[C:12]([Cl:14])([Cl:13])[C:8]([Cl:18])([C:9]([Cl:17])=[C:10]3[Cl:16])[CH:2]1[C:3]([O:5][C:6]2=[O:7])=O.C1(C)C=CC=CC=1.[SH:26][C:27]1[CH:33]=[CH:32][CH:31]=[CH:30][C:28]=1[NH2:29]>O>[SH:26][C:27]1[CH:33]=[CH:32][CH:31]=[CH:30][C:28]=1[N:29]1[C:6](=[O:7])[CH:1]2[CH:2]([C:8]3([Cl:18])[C:12]([Cl:13])([Cl:14])[C:11]2([Cl:15])[C:10]([Cl:16])=[C:9]3[Cl:17])[C:3]1=[O:5]. Procedure: A 3000 ml 3-neck round bottom flask, equipped with a Dean-Stark water trap and a mechanical stirrer, was charged with 203.5 g (10% molar excess) of chlorendic anhydride and 1600 ml of toluene. Sixty-two grams of 2-mercaptoaniline was added to the resultant solution, whereupon a pale yellow suspension was formed. The reaction mixture was heated gradually until the solvent began to reflux and the evolution of water commenced and it was collected in the Dean-Stark water trap. The heating and reflux... Reactants: C(C1=CC=2OCOC2C=C1)O (piperonyl alcohol), C(C)(=O)OCC (Ethyl acetate), [H-].[Na+] (sodium hydride), C(C)OCCl (chloromethyl ethyl ether). Run in CN(C=O)C (N,N-dimethylformamide). Conditions: time 30 minute. Product: C(C)OCOCC1=CC2=C(C=C1)OCO2 (1-[(Ethoxymethoxy)methyl)-3,4-methylenedioxybenzene). As a reaction SMILES: [CH2:1]([OH:11])[C:2]1[CH:10]=[CH:9][C:8]2[O:7][CH2:6][O:5][C:4]=2[CH:3]=1.[H-].[Na+].[CH2:14]([O:16][CH2:17]Cl)[CH3:15].C(OCC)(=O)C>CN(C)C=O>[CH2:14]([O:16][CH2:17][O:11][CH2:1][C:2]1[CH:10]=[CH:9][C:8]2[O:7][CH2:6][O:5][C:4]=2[CH:3]=1)[CH3:15] |f:1.2|. Reported procedure: 4.56 g of piperonyl alcohol and 1.20 g of 60% sodium hydride were suspended in 30 ml of N,N-dimethylformamide. After stirring for 30 minutes under ice-cooling, 2.28 ml of chloromethyl ethyl ether was added thereto, and the mixture was stirred at room temperature for one hour. Ethyl acetate was added to the reaction solution. The mixture was washed with water and brine, and then dried over anhydrous magnesium sulfate. The solvent was evaporated, and the crude product was purified by silica gel co... Reactants: C(C)(C)(C)OC(=O)N[C@H]([C@H](CC(C=C)C(C)C)O)CC(CCO[Si](C(C)C)(C(C)C)C(C)C)(C)C (6(S)-tert-butoxycarbonylamino-8,8-dimethyl-5(S)-hydroxy-3(R,S)-isopropyl-10-triisopropylsilyloxydec-1-ene), O.C1(=CC=C(C=C1)S(=O)(=O)O)C (p-toluenesulfonic acid hydrate), COC(C)(C)OC (dimethoxypropane). Run in C(Cl)Cl (methylene chloride). Yields the product C(C)(C)(C)OC(=O)N1C(O[C@H]([C@@H]1CC(CCO[Si](C(C)C)(C(C)C)C(C)C)(C)C)CC(C=C)C(C)C)(C)C (4-[N-Tert-butoxycarbonyl-2,2-dimethyl-4(S)-(4-triisopropylsilyloxy-2,2-dimethylbutyl)-1,3-oxazolidin-5(S)-yl]-3(R,S)-isopropylbut-1-ene). RXN SMILES: [C:1]([O:5][C:6]([NH:8][C@@H:9]([CH2:19][C:20]([CH3:35])([CH3:34])[CH2:21][CH2:22][O:23][Si:24]([CH:31]([CH3:33])[CH3:32])([CH:28]([CH3:30])[CH3:29])[CH:25]([CH3:27])[CH3:26])[C@@H:10]([OH:18])[CH2:11][CH:12]([CH:15]([CH3:17])[CH3:16])[CH:13]=[CH2:14])=[O:7])([CH3:4])([CH3:3])[CH3:2].O.[C:37]1(C)[CH:42]=CC(S(O)(=O)=O)=C[CH:38]=1.COC(OC)(C)C>C(Cl)Cl>[C:1]([O:5][C:6]([N:8]1[C@@H:9]([CH2:19][C:20]([CH3:34])([CH3:35])[CH2:21][CH2:22][O:23][Si:24]([CH:25]([CH3:26])[CH3:27])([CH:28]([CH3:30])[CH3:29])[CH:31]([CH3:33])[CH3:32])[C@H:10]([CH2:11][CH:12]([CH:15]([CH3:17])[CH3:16])[CH:13]=[CH2:14])[O:18][C:37]1([CH3:42])[CH3:38])=[O:7])([CH3:4])([CH3:2])[CH3:3] |f:1.2|. Procedure: 4.4 g of 6(S)-tert-butoxycarbonylamino-8,8-dimethyl-5(S)-hydroxy-3(R,S)-isopropyl-10-triisopropylsilyloxydec-1-ene and 134 mg of p-toluenesulfonic acid hydrate are stirred in 25 ml of methylene chloride and dimethoxypropane at room temperature for 2 h. After the reaction mixture has been concentrated, the residue is purified over 500 g of silica gel by means of FC (mobile phase D): Rf (D)=0.61.